Task: describe an organic reaction: reactants, conditions, products, and yield. Dataset: the Open Reaction Database (ORD), a public repository of structured organic reaction records The reactants are S(O)(O)(=O)=O (sulfuric acid), CN(C1=CC=CC=C1)C (N,N-dimethylaniline), C(CCC)O (1-butanol), bis(4-dimethylaminophenyl)squaraine, CCOCC.CO (ether methanol), squaraine. Reaction conditions: temperature 126 celsius, time 24 hour. Yields the product CN(C1=CC=CC=C1)C (N,N-dimethylaniline), C1(=C(C(=O)C1=O)O)O (squaric acid). As a reaction SMILES: S(=O)(=O)(O)[OH:2].[CH3:6][N:7]([CH3:14])[C:8]1[CH:13]=[CH:12][CH:11]=[CH:10][CH:9]=1.[CH2:15]([OH:19])CCC.CC[O:22][CH2:23][CH3:24].[CH3:25][OH:26]>>[CH3:6][N:7]([CH3:14])[C:8]1[CH:13]=[CH:12][CH:11]=[CH:10][CH:9]=1.[C:24]1([OH:2])[C:15](=[O:19])[C:25](=[O:26])[C:23]=1[OH:22] |f:3.4|. Procedure details: Methyl squarate 0.64 grams, 5 millimoles, prepared as described in the Journal American Chemical Society, Vol. 88, pp. 1533-1536 (1966) was placed in a 100 milliliter 3-neck flask containing 0.1 milliliters of concentrated sulfuric acid, 1.23 grams, 10.2 millimoles of N,N-dimethylaniline, and 10 milliliters of dry 1-butanol (dried over 3 Angstrom molecular sieves). The above mixture was brought to reflux at an oil bath temperature of about 126° C. under a nitrogen atmosphere. After 24 hours, the... Starting materials: Fc1ccc(Br)cc1, I, [Mg], C1CCOC1. The product is [Br-], Fc1ccc([Mg+])cc1. RXN SMILES: [F:3][c:4]1[cH:5][cH:6][c:7]([Br:10])[cH:8][cH:9]1.[I:2].[Mg:1].[O:11]1[CH2:12][CH2:13][CH2:14][CH2:15]1>>[Br-:10].[Mg+:1][c:7]1[cH:6][cH:5][c:4]([F:3])[cH:9][cH:8]1. The reactants are O=C([O-])[O-], CN(C)CCCCl, CCOC(C)=O, [K+], [K+], O, COc1ccc(C2Sc3c(ccc4ccccc34)NC(=O)C2O)cc1. Product: COc1ccc(C2Sc3c(ccc4ccccc34)N(CCCN(C)C)C(=O)C2O)cc1. Reaction SMILES: [C:26](=[O:27])([O-:28])[O-:29].[CH3:32][N:33]([CH2:34][CH2:35][CH2:36][Cl:37])[CH3:38].[CH3:40][CH2:41][O:42][C:43](=[O:44])[CH3:45].[K+:30].[K+:31].[OH2:39].[OH:1][CH:2]1[C:3](=[O:25])[NH:4][c:5]2[c:6]([c:17]3[cH:18][cH:19][cH:20][cH:21][c:22]3[cH:23][cH:24]2)[S:7][CH:8]1[c:9]1[cH:10][cH:11][c:12]([O:15][CH3:16])[cH:13][cH:14]1>>[OH:1][CH:2]1[C:3](=[O:25])[N:4]([CH2:36][CH2:35][CH2:34][N:33]([CH3:32])[CH3:38])[c:5]2[c:6]([c:17]3[cH:18][cH:19][cH:20][cH:21][c:22]3[cH:23][cH:24]2)[S:7][CH:8]1[c:9]1[cH:10][cH:11][c:12]([O:15][CH3:16])[cH:13][cH:14]1.